The task is: describe an organic reaction: reactants, conditions, products, and yield. This data is from the Open Reaction Database (ORD), a public repository of structured organic reaction records. Starting materials: C(C)(=O)N1C(C(C2=CC=C(C=C12)C(=O)OCC)=C(C1=CC=CC=C1)OCC)=O (1-acetyl-3-(1-ethoxy-1-phenylmethylene)-6-ethoxycarbonyl-2-indolinone), N1(CCCCC1)CC1=CC=C(N)C=C1 (4-(piperidin-1-yl-methyl)-aniline), N1CCCCC1 (piperidine). The solvent is CN(C=O)C (dimethylformamide). Conditions: temperature 100 celsius, time 45 minute. The product is N1(CCCCC1)CC1=CC=C(N\C(\C2=CC=CC=C2)=C\2/C(NC3=CC(=CC=C23)C(=O)OCC)=O)C=C1 (3-Z-[1-(4-(piperidin-1-yl-methyl)-anilino)-1-phenyl-methylene]-6-ethoxycarbonyl-2-indolinone). Reaction SMILES: C([N:4]1[C:12]2[C:7](=[CH:8][CH:9]=[C:10]([C:13]([O:15][CH2:16][CH3:17])=[O:14])[CH:11]=2)[C:6](=[C:18](OCC)[C:19]2[CH:24]=[CH:23][CH:22]=[CH:21][CH:20]=2)[C:5]1=[O:28])(=O)C.[N:29]1([CH2:35][C:36]2[CH:42]=[CH:41][C:39]([NH2:40])=[CH:38][CH:37]=2)[CH2:34][CH2:33][CH2:32][CH2:31][CH2:30]1.N1CCCCC1>CN(C)C=O>[N:29]1([CH2:35][C:36]2[CH:37]=[CH:38][C:39]([NH:40]/[C:18](=[C:6]3\[C:5](=[O:28])[NH:4][C:12]4[C:7]\3=[CH:8][CH:9]=[C:10]([C:13]([O:15][CH2:16][CH3:17])=[O:14])[CH:11]=4)/[C:19]3[CH:24]=[CH:23][CH:22]=[CH:21][CH:20]=3)=[CH:41][CH:42]=2)[CH2:30][CH2:31][CH2:32][CH2:33][CH2:34]1. Procedure: 1.5 g of 1-acetyl-3-(1-ethoxy-1-phenylmethylene)-6-ethoxycarbonyl-2-indolinone and 1.1 g of 4-(piperidin-1-yl-methyl)-aniline are dissolved in 15 ml of dimethylformamide and stirred for 45 minutes at 100° C. After cooling 5.0 ml of piperidine are added and the mixture is stirred for another 3 hours at room temperature. The solvent is removed and the residue purified over an aluminium oxide column (activity: 2-3) with methylene chloride/ethanol (100:3) as eluant.